Dataset: the Open Reaction Database (ORD), a public repository of structured organic reaction records. Task: describe an organic reaction: reactants, conditions, products, and yield Reactants: CN[C@@H]1C[C@H]2O[C@@](C)([C@@H]1OC)n1c3ccccc3c3c4c(c5c6ccccc6n2c5c31)C(=O)NC4 (staurosporine), Cc1nc2scnn2c1C=O. The reagents and catalysts are CC(C)[O-].CC(C)[O-].CC(C)[O-].CC(C)[O-].[Ti+4] (Ti(OiPr)4), CC(=O)O (acetic acid), CC(=O)O[BH-](OC(C)=O)OC(C)=O.[Na+] (Sodium triacetoxyborohydride). Solvent: CN1CCCC1=O (NMP), CN1CCCC1=O (NMP), CN1CCCC1=O (NMP), CN1CCCC1=O (NMP), CN1CCCC1=O (NMP), CN1CCCC1=O (NMP), CN1CCCC1=O (NMP). Conditions: temperature 22 celsius, time 18 hour. Product: CO[C@@H]1[C@@H](C[C@H]2O[C@]1(C)n3c4ccccc4c5c6CNC(=O)c6c7c8ccccc8n2c7c35)N(C)Cc9c(C)nc%10scnn9%10, CN[C@@H]1C[C@H]2O[C@@](C)([C@@H]1OC)n1c3ccccc3c3c4c(c5c6ccccc6n2c5c31)C(=O)NC4 (Staurosporine), Cc1nc2scnn2c1C=O. The reactants are BrC1=CC(=C(C(=C1)F)CC#N)F (2-(4-bromo-2,6-difluorophenyl)acetonitrile), OS(=O)(=O)O (H2SO4), O (H2O), O (H2O). Product: BrC1=CC(=C(C(=C1)F)CC(=O)O)F (2-(4-bromo-2,6-difluorophenyl)acetic acid). The yield is 33.3%. Reaction SMILES: [Br:1][C:2]1[CH:7]=[C:6]([F:8])[C:5]([CH2:9][C:10]#N)=[C:4]([F:12])[CH:3]=1.[OH:13]S(O)(=O)=O.[OH2:18]>>[Br:1][C:2]1[CH:7]=[C:6]([F:8])[C:5]([CH2:9][C:10]([OH:13])=[O:18])=[C:4]([F:12])[CH:3]=1. Procedure details: A solution of 2-(4-bromo-2,6-difluorophenyl)acetonitrile (0.5 g, 2.155 mmol) in H2SO4 (3 mL, 56.3 mmol) and H2O (3 mL, 167 mmol) was stirred at 60° C. for 16 h. After LCMS analysis showed the starting material had disappeared, the mixture was dissolved in H2O (20 mL) and extracted by EA (2×30 mL). The organic layer was dried over Na2SO4, filtered and concentrated. The crude material was purified by silica column chromatography (PE/EA=3/1 to 1/1) to yield 2-(4-bromo-2,6-difluorophenyl)acetic acid... Starting materials: ClC=1N=CN2C1CN(C(C1=C2C=CC=C1)=O)C (3-chloro-4,5-dihydro-5-methyl-6H-imidazo[1,5-a][1,4]benzodiazepin-6-one), COC1=CC=C(C=C1)P1(SP(S1)(C1=CC=C(C=C1)OC)=S)=S (2,4-bis(p-methoxyphenyl)-1,3,2,4-dithiadiphosphetane-2,4-disulphide). The solvent is C1(=CC=CC=C1)C (toluene). Yields the product ClC=1N=CN2C1CN(C(C1=C2C=CC=C1)=S)C (3-chloro-4,5-dihydro-5-methyl-6H-imidazo[1,5-a][1,4]benzodiazepine-6-thione). RXN SMILES: [Cl:1][C:2]1[N:3]=[CH:4][N:5]2[C:11]3[CH:12]=[CH:13][CH:14]=[CH:15][C:10]=3[C:9](=O)[N:8]([CH3:17])[CH2:7][C:6]=12.COC1C=CC(P2(=S)SP(=S)(C3C=CC(OC)=CC=3)[S:27]2)=CC=1>C1(C)C=CC=CC=1>[Cl:1][C:2]1[N:3]=[CH:4][N:5]2[C:11]3[CH:12]=[CH:13][CH:14]=[CH:15][C:10]=3[C:9](=[S:27])[N:8]([CH3:17])[CH2:7][C:6]=12. Procedure: 3.71 g (15 mmol) of 3-chloro-4,5-dihydro-5-methyl-6H-imidazo[1,5-a][1,4]benzodiazepin-6-one in 10 ml of toluene are heated to boiling under reflux for 4 hours together with 3.03 g (7.5 mmol) of 2,4-bis(p-methoxyphenyl)-1,3,2,4-dithiadiphosphetane-2,4-disulphide. The solution is washed with water and evaporated. By chromatography on a silica gel column and subsequent recrystallization from ethyl acetate there is obtained 3-chloro-4,5-dihydro-5-methyl-6H-imidazo[1,5-a][1,4]benzodiazepine-6-thione ...